This data is from the Open Reaction Database (ORD), a public repository of structured organic reaction records. The task is: describe an organic reaction: reactants, conditions, products, and yield Starting materials: B(OC)(OC)OC (trimethyl borate), FC=1C=C(C=C(C1)F)C1=C(C=C(C=C1)C1=CC=C(C=C1)CCC)F (3,5-difluoro-[2-fluoro-4-(4-propylphenyl)phenyl]benzene), ( 1-1 ), Cl (hydrochloric acid), C(CCC)[Li].CCCCCC (n-butyllithium hexane). The solvent is C1CCOC1 (THF). Conditions: temperature -40 celsius. Yields the product FC1=C(C(=CC(=C1)C1=C(C=C(C=C1)C1=CC=C(C=C1)CCC)F)F)O (2,6-difluoro-4-[2-fluoro-4-(4-propylphenyl)phenyl]phenol). Yield: 74.4%. Reaction SMILES: [F:1][C:2]1[CH:3]=[C:4]([C:9]2[CH:14]=[CH:13][C:12]([C:15]3[CH:20]=[CH:19][C:18]([CH2:21][CH2:22][CH3:23])=[CH:17][CH:16]=3)=[CH:11][C:10]=2[F:24])[CH:5]=[C:6]([F:8])[CH:7]=1.C([Li])CCC.CCCCCC.B(OC)(OC)[O:37]C.Cl>C1COCC1>[F:1][C:2]1[CH:3]=[C:4]([C:9]2[CH:14]=[CH:13][C:12]([C:15]3[CH:20]=[CH:19][C:18]([CH2:21][CH2:22][CH3:23])=[CH:17][CH:16]=3)=[CH:11][C:10]=2[F:24])[CH:5]=[C:6]([F:8])[C:7]=1[OH:37] |f:1.2|. Procedure: Under a nitrogen atmosphere, the 3,5-difluoro-[2-fluoro-4-(4-propylphenyl)phenyl]benzene (18.7 g) obtained in the process (1-1) was dissolved in THF (90 mL), and the solution was cooled to −40° C. or lower. Then, 1.6 mol/L of an n-butyllithium/hexane solution (40 mL) was added thereto at a rate which did not allow the internal temperature to be −35° C. or higher, and the product was stirred at −40° C. for an hour. Then, trimethyl borate (7.1 g) was added thereto at −40° C. at a rate which did no... Starting materials: [N+](=O)([O-])C=1C=C(OC=2C=C(C=CC2)NC(C)=O)C=CC1[N+](=O)[O-] (N-[3-(3,4-dinitro-phenoxy)-phenyl]-acetamide). Reagents/catalysts: [Pd] (Pd/C). Run in CO (MeOH). Run at time 16 hour. Yields the product NC=1C=C(OC=2C=C(C=CC2)NC(C)=O)C=CC1N (N-[3-(3,4-Diamino-phenoxy)-phenyl]-acetamide). RXN SMILES: [N+:1]([C:4]1[CH:5]=[C:6]([CH:18]=[CH:19][C:20]=1[N+:21]([O-])=O)[O:7][C:8]1[CH:9]=[C:10]([NH:14][C:15](=[O:17])[CH3:16])[CH:11]=[CH:12][CH:13]=1)([O-])=O>CO.[Pd]>[NH2:1][C:4]1[CH:5]=[C:6]([CH:18]=[CH:19][C:20]=1[NH2:21])[O:7][C:8]1[CH:9]=[C:10]([NH:14][C:15](=[O:17])[CH3:16])[CH:11]=[CH:12][CH:13]=1. Reported procedure: N-[3-(3,4-Dinitro-phenoxy)-phenyl]-acetamide (Step A, 0.4 g, 1.3 mmol, 1.0 eq.) was dissolved in MeOH (10 mL) and the atmosphere was replaced by argon. A catalytic amount of 10% Pd/C was added and the argon was replaced by a H2 atmosphere. The mixture was stirred for 16 h at RT at balloon pressure. The Pd/C was filtered and the obtained N-[3-(3,4-diamino-phenoxy)-phenyl]-acetamide was used crude in the next step. MS m/z=259.1 (M+H)+Calc'd for C14H15N3O2: 257.29. Yields the product BrC1=C(CN(C2=C(C(=O)O)C=C(C=C2C)C)S(=O)(=O)C2=CC=C(C=C2)OC)C=CC=C1 (2-[(2-Bromo-benzyl)-(4-methoxy-benzenesulfonyl)-amino]-3,5-dimethyl-benzoic acid). The solvent is CCOCC (ether). The reactants are COC(C1=C(C(=CC(=C1)C)C)N(S(=O)(=O)C1=CC=C(C=C1)OC)CC1=C(C=CC=C1)Br)=O (2-[(2-Bromo-benzyl)-(4-methoxy-benzenesulfonyl)-amino]-3,5-dimethyl-benzoic acid methyl ester). RXN SMILES: C[O:2][C:3](=[O:32])[C:4]1[CH:9]=[C:8]([CH3:10])[CH:7]=[C:6]([CH3:11])[C:5]=1[N:12]([CH2:24][C:25]1[CH:30]=[CH:29][CH:28]=[CH:27][C:26]=1[Br:31])[S:13]([C:16]1[CH:21]=[CH:20][C:19]([O:22][CH3:23])=[CH:18][CH:17]=1)(=[O:15])=[O:14]>CCOCC>[Br:31][C:26]1[CH:27]=[CH:28][CH:29]=[CH:30][C:25]=1[CH2:24][N:12]([S:13]([C:16]1[CH:21]=[CH:20][C:19]([O:22][CH3:23])=[CH:18][CH:17]=1)(=[O:14])=[O:15])[C:5]1[C:6]([CH3:11])=[CH:7][C:8]([CH3:10])=[CH:9][C:4]=1[C:3]([OH:32])=[O:2]. Isolated yield 79.3%. Reported procedure: In the same manner as described in Example 109, 0.518 g (1.0 mmol) of the product of Example 106 provided 0.4 g (79%) of the desired carboxylic acid as a white solid after trituration with ether. Electrospray Mass Spec 504.0 (M+H). Starting materials: C1CCOC1, C[Si](C)(C)[N-][Si](C)(C)C, COC[P+](c1ccccc1)(c1ccccc1)c1ccccc1, [Cl-], [Li+], O, O=CC12CCC(c3ccccc3)(CC1)CC2. Yields the product COC=CC12CCC(c3ccccc3)(CC1)CC2. Reaction SMILES: [CH2:51]1[O:52][CH2:53][CH2:54][CH2:55]1.[CH3:25][Si:26]([N-:27][Si:28]([CH3:29])([CH3:30])[CH3:31])([CH3:32])[CH3:33].[CH3:3][O:4][CH2:5][P+:6]([c:7]1[cH:8][cH:9][cH:10][cH:11][cH:12]1)([c:13]1[cH:14][cH:15][cH:16][cH:17][cH:18]1)[c:19]1[cH:20][cH:21][cH:22][cH:23][cH:24]1.[Cl-:2].[Li+:34].[OH2:1].[c:35]1([C:41]23[CH2:42][CH2:43][C:44]([CH:49]=[O:50])([CH2:45][CH2:46]2)[CH2:47][CH2:48]3)[cH:36][cH:37][cH:38][cH:39][cH:40]1>>[CH3:3][O:4][CH:5]=[CH:25][C:44]12[CH2:43][CH2:42][C:41]([c:35]3[cH:36][cH:37][cH:38][cH:39][cH:40]3)([CH2:46][CH2:45]1)[CH2:48][CH2:47]2.